From a dataset of the Open Reaction Database (ORD), a public repository of structured organic reaction records. describe an organic reaction: reactants, conditions, products, and yield Starting materials: OC1CC(CC1)OC1=NC(=NC2=CC=CC=C12)N1CCNCC1 (4-[(3-hydroxycyclopentan-1-yl)oxy]-2-(1-piperazinyl)quinazoline), C(C)(=O)O (acetic acid). Run in CC(=O)C (acetone). The product is C(C)(=O)O.OC1CC(CC1)OC1=NC(=NC2=CC=CC=C12)N1CCNCC1 (4-[(3-hydroxycyclopentan-1-yl)oxy]-2-(1-piperazinyl)quinazoline monoacetate). Isolated yield 68.7%. As a reaction SMILES: [OH:1][CH:2]1[CH2:6][CH2:5][CH:4]([O:7][C:8]2[C:17]3[C:12](=[CH:13][CH:14]=[CH:15][CH:16]=3)[N:11]=[C:10]([N:18]3[CH2:23][CH2:22][NH:21][CH2:20][CH2:19]3)[N:9]=2)[CH2:3]1.[C:24]([OH:27])(=[O:26])[CH3:25]>CC(C)=O>[C:24]([OH:27])(=[O:26])[CH3:25].[OH:1][CH:2]1[CH2:6][CH2:5][CH:4]([O:7][C:8]2[C:17]3[C:12](=[CH:13][CH:14]=[CH:15][CH:16]=3)[N:11]=[C:10]([N:18]3[CH2:19][CH2:20][NH:21][CH2:22][CH2:23]3)[N:9]=2)[CH2:3]1 |f:3.4|. Reported procedure: 4-[(3-Hydroxycyclopentan-1-yl)oxy]-2-(1-piperazin-yl)quinazoline (cf. Example 9) (0.55 g) is dissolved in acetone (10 ml), and thereto is added acetic acid (0.11 g), and the mixture is evaporated to dryness under reduced pressure. The resulting residue is further recrystallized from acetone to give 4-[(3-hydroxycyclopentan-1-yl)oxy]-2-(1-piperazinyl)quinazoline monoacetate (0.45 g). Starting materials: CO, Cl, COCOc1cc(C#N)cnc1Oc1ccc2c(c1)COB2O. The product is N#Cc1cnc(Oc2ccc3c(c2)COB3O)c(O)c1. As a reaction SMILES: [CH3:25][OH:26].[ClH:24].[OH:1][B:2]1[O:3][CH2:4][c:5]2[c:6]1[cH:7][cH:8][c:9]([O:11][c:12]1[n:13][cH:14][c:15]([C:16]#[N:17])[cH:18][c:19]1[O:20][CH2:21][O:22][CH3:23])[cH:10]2>>[OH:1][B:2]1[O:3][CH2:4][c:5]2[c:6]1[cH:7][cH:8][c:9]([O:11][c:12]1[n:13][cH:14][c:15]([C:16]#[N:17])[cH:18][c:19]1[OH:20])[cH:10]2. Starting materials: CS(C)=O, O=Cc1cccnc1Cl, O=S([O-])c1ccc2cc(-c3ccc(F)cc3)ccc2c1, [Na+], O. Product: O=Cc1cccnc1S(=O)(=O)c1ccc2cc(-c3ccc(F)cc3)ccc2c1. As a reaction SMILES: [CH3:32][S:33]([CH3:34])=[O:35].[Cl:1][c:2]1[c:3]([CH:4]=[O:5])[cH:6][cH:7][cH:8][n:9]1.[F:10][c:11]1[cH:12][cH:13][c:14](-[c:17]2[cH:18][c:19]3[cH:20][cH:21][c:22]([S:27](=[O:28])[O-:29])[cH:23][c:24]3[cH:25][cH:26]2)[cH:15][cH:16]1.[Na+:30].[OH2:31]>>[c:2]1([S:27]([c:22]2[cH:21][cH:20][c:19]3[cH:18][c:17](-[c:14]4[cH:13][cH:12][c:11]([F:10])[cH:16][cH:15]4)[cH:26][cH:25][c:24]3[cH:23]2)(=[O:28])=[O:29])[c:3]([CH:4]=[O:5])[cH:6][cH:7][cH:8][n:9]1. Reactants: Br, O=C([O-])O, [Na+], OCCCCCc1ccccn1. The product is BrCCCCCc1ccccn1. As a reaction SMILES: [BrH:18].[C:13](=[O:14])([OH:15])[O-:16].[Na+:17].[n:1]1[c:2]([CH2:7][CH2:8][CH2:9][CH2:10][CH2:11][OH:12])[cH:3][cH:4][cH:5][cH:6]1>>[n:1]1[c:2]([CH2:7][CH2:8][CH2:9][CH2:10][CH2:11][Br:18])[cH:3][cH:4][cH:5][cH:6]1.